describe an organic reaction: reactants, conditions, products, and yield From a dataset of the Open Reaction Database (ORD), a public repository of structured organic reaction records. The reactants are O1COC2=C1C=CC(=C2)C2(CC2)C(=O)NC2=NC(=CC=C2)Br (1-(Benzo[d][1,3]dioxol-5-yl)-N-(6-bromopyridin-2-yl)cyclopropanecarboxamide), solution, [Br-].C1(CCCCC1)C[Zn+] ((cyclohexylmethyl)zinc(II) bromide), C1CCOC1 (THF). The reagents and catalysts are C1=CC=C(C=C1)P([C-]2C=CC=C2)C3=CC=CC=C3.C1=CC=C(C=C1)P([C-]2C=CC=C2)C3=CC=CC=C3.Cl[Pd]Cl.[Fe+2] ([1,1′-bis(diphenylphosphino)ferrocene]dichloropalladium(II)). Run at time 20 minute. Yields the product O1COC2=C1C=CC(=C2)C2(CC2)C(=O)NC2=NC(=CC=C2)CC2CCCCC2 (1-(Benzo[d][1,3]dioxol-5-yl)-N-(6-(cyclohexylmethyl)pyridin-2-yl)cyclopropanecarboxamide). Isolated yield 50.0%. Reaction SMILES: [Br-].[CH:2]1([CH2:8][Zn+])[CH2:7][CH2:6][CH2:5][CH2:4][CH2:3]1.C1COCC1.[O:15]1[C:19]2[CH:20]=[CH:21][C:22]([C:24]3([C:27]([NH:29][C:30]4[CH:35]=[CH:34][CH:33]=[C:32](Br)[N:31]=4)=[O:28])[CH2:26][CH2:25]3)=[CH:23][C:18]=2[O:17][CH2:16]1>C1C=CC(P(C2C=CC=CC=2)[C-]2C=CC=C2)=CC=1.C1C=CC(P(C2C=CC=CC=2)[C-]2C=CC=C2)=CC=1.Cl[Pd]Cl.[Fe+2]>[O:15]1[C:19]2[CH:20]=[CH:21][C:22]([C:24]3([C:27]([NH:29][C:30]4[CH:35]=[CH:34][CH:33]=[C:32]([CH2:8][CH:2]5[CH2:7][CH2:6][CH2:5][CH2:4][CH2:3]5)[N:31]=4)=[O:28])[CH2:26][CH2:25]3)=[CH:23][C:18]=2[O:17][CH2:16]1 |f:0.1,4.5.6.7|. Procedure: To a 0.5 M solution of (cyclohexylmethyl)zinc(II) bromide in THF (0.8 mL, 0.4 mmol) was added [1,1′-bis(diphenylphosphino)ferrocene]dichloropalladium(II) (8 mg, 0.01 mmol) and the reaction was stirred under nitrogen for 20 minutes. 1-(Benzo[d][1,3]dioxol-5-yl)-N-(6-bromopyridin-2-yl)cyclopropanecarboxamide (36 mg, 0.1 mmol) was added and the reaction was irradiated in the microwave for 10 minutes at 150° C. The reaction was quenched with a saturated ammonium chloride solution (2 mL) and a satura... The reactants are [Al+3], Cc1ccccc1, [Cl-], [Cl-], [Cl-], Cc1c(C)n(Cc2ccccc2)c2ncnc(Nc3cccc(Cl)c3)c12. The product is Cc1[nH]c2ncnc(Nc3cccc(Cl)c3)c2c1C. As a reaction SMILES: [Al+3:28].[CH3:31][c:32]1[cH:33][cH:34][cH:35][cH:36][cH:37]1.[Cl-:27].[Cl-:29].[Cl-:30].[Cl:1][c:2]1[cH:3][c:4]([NH:5][c:6]2[c:7]3[c:8]([n:9][cH:10][n:11]2)[n:12]([CH2:17][c:18]2[cH:19][cH:20][cH:21][cH:22][cH:23]2)[c:13]([CH3:16])[c:14]3[CH3:15])[cH:24][cH:25][cH:26]1>>[Cl:1][c:2]1[cH:3][c:4]([NH:5][c:6]2[c:7]3[c:8]([n:9][cH:10][n:11]2)[nH:12][c:13]([CH3:16])[c:14]3[CH3:15])[cH:24][cH:25][cH:26]1. Reactants: C1(CCCCC1)C=1C2=C(NC1C1=CC=CC=C1)C=C(S2)C(=O)OC (methyl 6-cyclohexyl-5-phenyl-4H-thieno[3,2-b]pyrrole-2-carboxylate), [H-].[Na+] (NaH), C(C1=CC=CC=C1)Br (benzyl bromide). Solvent: CCOCC (Et2O), O (water), CN(C)C=O (DMF). Reaction conditions: time 30 minute. Product: C(C1=CC=CC=C1)N1C2=C(C(=C1C1=CC=CC=C1)C1CCCCC1)SC(=C2)C(=O)O (4-benzyl-6-cyclohexyl-5-phenyl-4H-thieno[3,2-b]pyrrole-2-carboxylic acid). The yield is 22.0%. Reaction SMILES: [CH:1]1([C:7]2[C:8]3[S:20][C:19]([C:21]([O:23]C)=[O:22])=[CH:18][C:9]=3[NH:10][C:11]=2[C:12]2[CH:17]=[CH:16][CH:15]=[CH:14][CH:13]=2)[CH2:6][CH2:5][CH2:4][CH2:3][CH2:2]1.[H-].[Na+].[CH2:27](Br)[C:28]1[CH:33]=[CH:32][CH:31]=[CH:30][CH:29]=1>CN(C=O)C.CCOCC.O>[CH2:27]([N:10]1[C:11]([C:12]2[CH:13]=[CH:14][CH:15]=[CH:16][CH:17]=2)=[C:7]([CH:1]2[CH2:2][CH2:3][CH2:4][CH2:5][CH2:6]2)[C:8]2[S:20][C:19]([C:21]([OH:23])=[O:22])=[CH:18][C:9]1=2)[C:28]1[CH:33]=[CH:32][CH:31]=[CH:30][CH:29]=1 |f:1.2|. Reported procedure: A solution (0.15 M) of methyl 6-cyclohexyl-5-phenyl-4H-thieno[3,2-b]pyrrole-2-carboxylate in DMF at 0° C. was treated with NaH (3.5 eq., 60% dispersion in mineral oil), and the suspension was stirred at RT for 30 min then it was treated with benzyl bromide (2.5 eq.). The reaction mixture was stirred at RT for 3 h then it was diluted with Et2O and water then the layers were separated and the aqueous phase was extracted with AcOEt. The combined organic phase was dried and concentrated giving a res... Reactants: BrCCCBr, O=C([O-])[O-], CN(C)C=O, Oc1ccc(OC(F)(F)F)cc1, [K+], [K+]. Yields the product FC(F)(F)Oc1ccc(OCCCBr)cc1. Reaction SMILES: [Br:1][CH2:2][CH2:3][CH2:4][Br:5].[C:6](=[O:7])([O-:8])[O-:9].[CH3:24][N:25]([CH3:26])[CH:27]=[O:28].[F:12][C:13]([O:14][c:15]1[cH:16][cH:17][c:18]([OH:21])[cH:19][cH:20]1)([F:22])[F:23].[K+:10].[K+:11]>>[Br:1][CH2:2][CH2:3][CH2:4][O:21][c:18]1[cH:17][cH:16][c:15]([O:14][C:13]([F:12])([F:22])[F:23])[cH:20][cH:19]1. The reactants are C1(CC1)C(CC(=O)OC)C1=CC(=CC=C1)OCC=1C(=NC(=C(C1)OCC(C)C)C1=C(C=CC(=C1)OC)F)OC (methyl 3-cyclopropyl-3-(3-((6-(2-fluoro-5-methoxyphenyl)-5-isobutoxy-2-methoxypyridin-3-yl)methoxy)phenyl)propanoate), [OH-].[Na+] (sodium hydroxide), Cl (Hydrochloric acid). The solvent is C1CCOC1 (THF), CO (methanol). Run at temperature 50 celsius, time 1 hour. The product is C1(CC1)C(CC(=O)O)C1=CC(=CC=C1)OCC=1C(=NC(=C(C1)OCC(C)C)C1=C(C=CC(=C1)OC)F)OC (3-cyclopropyl-3-(3-((6-(2-fluoro-5-methoxyphenyl)-5-isobutoxy-2-methoxypyridin-3-yl)methoxy)phenyl)propanoic acid). Isolated yield 83.9%. As a reaction SMILES: [CH:1]1([CH:4]([C:10]2[CH:15]=[CH:14][CH:13]=[C:12]([O:16][CH2:17][C:18]3[C:19]([O:38][CH3:39])=[N:20][C:21]([C:29]4[CH:34]=[C:33]([O:35][CH3:36])[CH:32]=[CH:31][C:30]=4[F:37])=[C:22]([O:24][CH2:25][CH:26]([CH3:28])[CH3:27])[CH:23]=3)[CH:11]=2)[CH2:5][C:6]([O:8]C)=[O:7])[CH2:3][CH2:2]1.[OH-].[Na+].Cl>C1COCC1.CO>[CH:1]1([CH:4]([C:10]2[CH:15]=[CH:14][CH:13]=[C:12]([O:16][CH2:17][C:18]3[C:19]([O:38][CH3:39])=[N:20][C:21]([C:29]4[CH:34]=[C:33]([O:35][CH3:36])[CH:32]=[CH:31][C:30]=4[F:37])=[C:22]([O:24][CH2:25][CH:26]([CH3:27])[CH3:28])[CH:23]=3)[CH:11]=2)[CH2:5][C:6]([OH:8])=[O:7])[CH2:3][CH2:2]1 |f:1.2|. Procedure details: To a solution of methyl 3-cyclopropyl-3-(3-((6-(2-fluoro-5-methoxyphenyl)-5-isobutoxy-2-methoxypyridin-3-yl)methoxy)phenyl)propanoate (120 mg) in THF (2.0 mL) and methanol (1.0 mL) was added 1N aqueous sodium hydroxide solution (2.0 mL), and the mixture was stirred at 50° C. for 1 hr. 1N Hydrochloric acid (2.0 mL) was added to the reaction mixture at 0° C., and the mixture was extracted with ethyl acetate. The extract was washed with water and saturated brine, and dried over anhydrous magnesium ... Reactants: C([O-])([O-])=O.[K+].[K+] (potassium carbonate), BrCCC(CCCC(C)C)C (1-bromo-3,7-dimethyloctane), OC1=CC=C(C(=O)OC)C=C1 (methyl (4-hydroxy)benzoate). Solvent: CN(C=O)C (N,N-dimethylformamide). Conditions: temperature 70 celsius, time 16 hour. Product: CC(CCOC1=CC=C(C(=O)OC)C=C1)CCCC(C)C (methyl [4-(3,7-dimethyl-1-octyloxy)]benzoate). Isolated yield 95.9%. As a reaction SMILES: C(=O)([O-])[O-].[K+].[K+].Br[CH2:8][CH2:9][CH:10]([CH3:17])[CH2:11][CH2:12][CH2:13][CH:14]([CH3:16])[CH3:15].[OH:18][C:19]1[CH:28]=[CH:27][C:22]([C:23]([O:25][CH3:26])=[O:24])=[CH:21][CH:20]=1>CN(C)C=O>[CH3:17][CH:10]([CH2:11][CH2:12][CH2:13][CH:14]([CH3:16])[CH3:15])[CH2:9][CH2:8][O:18][C:19]1[CH:20]=[CH:21][C:22]([C:23]([O:25][CH3:26])=[O:24])=[CH:27][CH:28]=1 |f:0.1.2|. Procedure: Under an argon atmosphere, potassium carbonate (12.5 g, 90.3 mmol) was suspended in anhydrous N,N-dimethylformamide (100 ml), 1-bromo-3,7-dimethyloctane (13.3 g, 60.1 mmol) and methyl (4-hydroxy)benzoate (8.74 g, 57.4 mmol) were added, and the mixture was stirred at 70° C. for 16 hr. The reaction mixture was filtered to remove potassium carbonate. Water (50 ml) was added and the mixture was extracted with hexane (250 ml). The extract was washed successively with 1.0 mol/l aqueous hydrochloric ac...